The task is: describe an organic reaction: reactants, conditions, products, and yield. This data is from the Open Reaction Database (ORD), a public repository of structured organic reaction records. Reactants: BrC1=CC=C(C=C1)[C@H](CC(=O)C1=CC(=NC=C1)C)C1=C(C=C(C=C1)Cl)C ((S)-3-(4-bromo-phenyl)-3-(4-chloro-2-methyl-phenyl)-1-(2-methyl-pyridin-4-yl)-propan-1-one), [OH-].[K+] (potassium hydroxide), C(C)(C)(C)P(C1=C(C=CC=C1)C1=C(C=C(C=C1C(C)C)C(C)C)C(C)C)C(C)(C)C (2-di-tert-butylphosphino-2′,4′,6′-triisopropylbiphenyl). The reagents and catalysts are C=1C=CC(=CC1)/C=C/C(=O)/C=C/C2=CC=CC=C2.C=1C=CC(=CC1)/C=C/C(=O)/C=C/C2=CC=CC=C2.C=1C=CC(=CC1)/C=C/C(=O)/C=C/C2=CC=CC=C2.[Pd].[Pd] (tris(dibenzylidene-acetone)dipalladium(0)). Product: ClC1=CC(=C(C=C1)[C@@H](CC(=O)C1=CC(=NC=C1)C)C1=CC=C(C=C1)O)C ((S)-3-(4-Chloro-2-methyl-phenyl)-3-(4-hydroxy-phenyl)-1-(2-methyl-pyridin-4-yl)-propan-1-one). As a reaction SMILES: Br[C:2]1[CH:7]=[CH:6][C:5]([C@@H:8]([C:19]2[CH:24]=[CH:23][C:22]([Cl:25])=[CH:21][C:20]=2[CH3:26])[CH2:9][C:10]([C:12]2[CH:17]=[CH:16][N:15]=[C:14]([CH3:18])[CH:13]=2)=[O:11])=[CH:4][CH:3]=1.[OH-:27].[K+].C(P(C(C)(C)C)C1C=CC=CC=1C1C(C(C)C)=CC(C(C)C)=CC=1C(C)C)(C)(C)C>C1C=CC(/C=C/C(/C=C/C2C=CC=CC=2)=O)=CC=1.C1C=CC(/C=C/C(/C=C/C2C=CC=CC=2)=O)=CC=1.C1C=CC(/C=C/C(/C=C/C2C=CC=CC=2)=O)=CC=1.[Pd].[Pd]>[Cl:25][C:22]1[CH:23]=[CH:24][C:19]([C@H:8]([C:5]2[CH:6]=[CH:7][C:2]([OH:27])=[CH:3][CH:4]=2)[CH2:9][C:10]([C:12]2[CH:17]=[CH:16][N:15]=[C:14]([CH3:18])[CH:13]=2)=[O:11])=[C:20]([CH3:26])[CH:21]=1 |f:1.2,4.5.6.7.8|. Procedure details: In analogy to example 363, step 1, from (S)-3-(4-bromo-phenyl)-3-(4-chloro-2-methyl-phenyl)-1-(2-methyl-pyridin-4-yl)-propan-1-one (example 282, step 1) in presence of potassium hydroxide, 2-di-tert-butylphosphino-2′,4′,6′-triisopropylbiphenyl and tris(dibenzylidene-acetone)dipalladium(0) was prepared the title compound as a light yellow foam, MS (ESI+): m/z=366.1 ([M+H]+). Reactants: CCN=C=NCCCN(C)C, CN(C)C=O, Cl, Cl, COc1ccc2c(c1)N(c1ccc(F)cc1)C(=O)C2N, [Na+], On1nnc2ccccc21, O=C([O-])c1cc2ccccc2cn1. Yields the product COc1ccc2c(c1)N(c1ccc(F)cc1)C(=O)C2NC(=O)c1cc2ccccc2cn1. Reaction SMILES: [CH3:47][N:48]([CH3:49])[CH2:50][CH2:51][CH2:52][N:53]=[C:54]=[N:55][CH2:56][CH3:57].[CH3:58][N:59]([CH3:60])[CH:61]=[O:62].[ClH:1].[ClH:46].[NH2:2][CH:3]1[C:4](=[O:21])[N:5]([c:14]2[cH:15][cH:16][c:17]([F:20])[cH:18][cH:19]2)[c:6]2[cH:7][c:8]([O:12][CH3:13])[cH:9][cH:10][c:11]21.[Na+:35].[OH:36][n:37]1[c:38]2[cH:39][cH:40][cH:41][cH:42][c:43]2[n:44][n:45]1.[cH:22]1[n:23][c:24]([C:32](=[O:33])[O-:34])[cH:25][c:26]2[cH:27][cH:28][cH:29][cH:30][c:31]12>>[NH:2]([CH:3]1[C:4](=[O:21])[N:5]([c:14]2[cH:15][cH:16][c:17]([F:20])[cH:18][cH:19]2)[c:6]2[cH:7][c:8]([O:12][CH3:13])[cH:9][cH:10][c:11]21)[C:32]([c:24]1[n:23][cH:22][c:31]2[c:26]([cH:25]1)[cH:27][cH:28][cH:29][cH:30]2)=[O:33]. Starting materials: intermediate 1, C1CC2CC1CC2=O (norcamphor), C(C(=O)OCC)(=O)OCC (diethyl oxalate), C[Si](N[Si](C)(C)C)(C)C (hexamethyldisilazane), [Li]CCCC (nBuLi). The solvent is CCOCC (ether). Product: O=C(C(=O)OCC)C1C2CCC(C1=O)C2 (Ethyl 2-oxo-2(3-oxobicyclo[2.2.1]hept-2-yl)acetate). RXN SMILES: C[Si](C)(C)N[Si](C)(C)C.[Li]CCCC.[CH2:15]1[CH:19]2[CH2:20][C:21](=[O:22])[CH:17]([CH2:18]2)[CH2:16]1.[C:23](OCC)(=[O:29])[C:24]([O:26][CH2:27][CH3:28])=[O:25]>CCOCC>[O:29]=[C:23]([CH:20]1[C:21](=[O:22])[CH:17]2[CH2:18][CH:19]1[CH2:15][CH2:16]2)[C:24]([O:26][CH2:27][CH3:28])=[O:25]. Procedure details: The title product was prepared by a procedure similar to that described in step 1 of intermediate 1, from hexamethyldisilazane (4.2 ml, 20.0 mmol), ether (91 ml), nBuLi (2.3M in hexane, 11.63 ml, 27.3 mmol), norcamphor (2.0 g, 18.2 mmol) and diethyl oxalate (2.96 ml, 21.82 mmol) the title product was obtained. Starting materials: C(C)(C)(C)OC(=O)NC=1C=C2C=CC(=CC2=CC1)C(=O)OC (methyl 6-[(tert-butoxycarbonyl)amino]-2-naphthoate), C1CC(=O)N(C1=O)Br (NBS). The product is C(C)(C)(C)OC(=O)NC1=C(C2=CC=C(C=C2C=C1)C(=O)OC)Br (methyl 2-[(tert-butoxycarbonyl)amino]-1-bromo-6-naphthoate). The yield is 90.9%. Reaction SMILES: [C:1]([O:5][C:6]([NH:8][C:9]1[CH:10]=[C:11]2[C:16](=[CH:17][CH:18]=1)[CH:15]=[C:14]([C:19]([O:21][CH3:22])=[O:20])[CH:13]=[CH:12]2)=[O:7])([CH3:4])([CH3:3])[CH3:2].C1C(=O)N([Br:30])C(=O)C1>CC#N>[C:1]([O:5][C:6]([NH:8][C:9]1[CH:18]=[CH:17][C:16]2[C:11](=[CH:12][CH:13]=[C:14]([C:19]([O:21][CH3:22])=[O:20])[CH:15]=2)[C:10]=1[Br:30])=[O:7])([CH3:4])([CH3:3])[CH3:2]. Reported procedure: A mixture of ester 147 (977 mg, 3.24 mmol) and NBS (664 mg, 3.73 mmol) in CH3CN (25 mL) was stirred at reflux for 45 min, then concentrated under reduced pressure. The residue was dissolved in CH2Cl2 and the solution was washed with 10% aqueous Na2SO3 and water (×2), dried, and concentrated under reduced pressure. The residue was purified by chromatography on silica gel, eluting with CH2Cl2, to give methyl 2-[(tert-butoxycarbonyl)amino]-1-bromo-6-naphthoate (148) (1.12 g, 91%) as a white solid: ... Run in CC#N (CH3CN). Reactants: CC(C)OC(=O)/N=N/C(=O)OC(C)C (DIAD), ON1C(C2=CC=CC=C2C1=O)=O (2-hydroxy-1H-isoindole-1,3(2H)-dione), OC1C2=C(CN(C1)C(=O)OC(C)(C)C)N(N=C2)C (tert-butyl 4-hydroxy-1-methyl-1,4,5,7-tetrahydro-6H-pyrazolo[3,4-c]pyridine-6-carboxylate), C1(=CC=CC=C1)P(C1=CC=CC=C1)C1=CC=CC=C1 (triphenylphosphine). Solvent: C1CCOC1 (THF). Reaction conditions: time 8 hour. Product: O=C1N(C(C2=CC=CC=C12)=O)OC1C2=C(CN(C1)C(=O)OC(C)(C)C)N(N=C2)C (tert-butyl 4-[(1,3-dioxo-1,3-dihydro-2H-isoindol-2-yl)oxy]-1-methyl-1,4,5,7-tetrahydro-6H-pyrazolo[3,4-c]pyridine-6-carboxylate). Isolated yield 69.4%. As a reaction SMILES: [OH:1][N:2]1[C:10](=[O:11])[C:9]2[C:4](=[CH:5][CH:6]=[CH:7][CH:8]=2)[C:3]1=[O:12].O[CH:14]1[CH2:19][N:18]([C:20]([O:22][C:23]([CH3:26])([CH3:25])[CH3:24])=[O:21])[CH2:17][C:16]2[N:27]([CH3:30])[N:28]=[CH:29][C:15]1=2.C1(P(C2C=CC=CC=2)C2C=CC=CC=2)C=CC=CC=1.CC(OC(/N=N/C(OC(C)C)=O)=O)C>C1COCC1>[O:12]=[C:3]1[C:4]2[C:9](=[CH:8][CH:7]=[CH:6][CH:5]=2)[C:10](=[O:11])[N:2]1[O:1][CH:14]1[CH2:19][N:18]([C:20]([O:22][C:23]([CH3:24])([CH3:25])[CH3:26])=[O:21])[CH2:17][C:16]2[N:27]([CH3:30])[N:28]=[CH:29][C:15]1=2. Procedure details: To a mixture of 2-hydroxy-1H-isoindole-1,3(2H)-dione (2.95 g, 18.1 mmol), tert-butyl 4-hydroxy-1-methyl-1,4,5,7-tetrahydro-6H-pyrazolo[3,4-c]pyridine-6-carboxylate 135 (US2005/245505 A1, 2.29 g, 9.04 mmol) and triphenylphosphine (4.74 g, 18.1 mmol) in THF (100 mL) was added DIAD (3.85 mL, 19.9 mmol) slowly at room temperature. The resulting mixture was stirred at room temperature overnight and concentrated to provide a residue which was subjected to chromatography to give 136 (2.5 g, 35%) as a y... Reactants: COS(=O)(=O)[O-].CN(C1=[N+](CCC1)C)C (2-dimethylamino-1-methyl-1-pyrrolinium methyl sulfate), CC(=O)C1=CC(=CC=C1)OC (3-methoxyacetophenone), [Na] (sodium). Solvent: C(C)O (ethanol). Run at time 1 hour. Product: COC=1C=C(C=CC1)C(C=C1N(CCC1)C)=O (1-(3-methoxyphenyl)-2-(1-methyl-2-pyrrolidinyliden)ethanone). The yield is 60.2%. RXN SMILES: [Na].COS([O-])(=O)=O.CN(C)[C:10]1[CH2:14][CH2:13][CH2:12][N+:11]=1[CH3:15].[CH3:17][C:18]([C:20]1[CH:25]=[CH:24][CH:23]=[C:22]([O:26][CH3:27])[CH:21]=1)=[O:19]>C(O)C>[CH3:27][O:26][C:22]1[CH:21]=[C:20]([C:18](=[O:19])[CH:17]=[C:10]2[CH2:14][CH2:13][CH2:12][N:11]2[CH3:15])[CH:25]=[CH:24][CH:23]=1 |f:1.2,^1:0|. Procedure details: A solution of 10.35 g of sodium in 225 ml of ethanol is added dropwise at 90° (with stirring) in the course of one hour to a mixture of 107 g of 2-dimethylamino-1-methyl-1-pyrrolinium methyl sulfate and 45.1 g of 3-methoxyacetophenone; stirring is effected for a further 2 hours at this temperature, and the solvent is then largely distilled off under a vacuum. 300 ml of water and 300 ml of diethyl ether are added to the cooled residue, and thorough shaking is effected. The ethereal phase is colle... Reactants: BrC1=C2C=CC=C(C2=CC=C1)NC(=O)NC1=CC(=C(C=C1)OC)N1CCN(CC1)C (N-[5-bromonaphth-1-yl]-N'-[4-methoxy-3-(4-methylpiperazin-1-yl)phenyl]urea), C1(=CC=CC=C1)B(O)O (phenylboronic acid), Example 4. Yields the product COC1=C(C=C(C=C1)NC(=O)NC1=CC=CC2=C(C=CC=C12)C1=CC=CC=C1)N1CCN(CC1)C (N-[4-Methoxy-3-(4-methylpiperazin-1-yl)phenyl]-N'-[5-phenylnaphth-1-yl]urea). Reaction SMILES: Br[C:2]1[CH:11]=[CH:10][CH:9]=[C:8]2[C:3]=1[CH:4]=[CH:5][CH:6]=[C:7]2[NH:12][C:13]([NH:15][C:16]1[CH:21]=[CH:20][C:19]([O:22][CH3:23])=[C:18]([N:24]2[CH2:29][CH2:28][N:27]([CH3:30])[CH2:26][CH2:25]2)[CH:17]=1)=[O:14].[C:31]1(B(O)O)[CH:36]=[CH:35][CH:34]=[CH:33][CH:32]=1>>[CH3:23][O:22][C:19]1[CH:20]=[CH:21][C:16]([NH:15][C:13]([NH:12][C:7]2[C:8]3[C:3](=[C:2]([C:31]4[CH:36]=[CH:35][CH:34]=[CH:33][CH:32]=4)[CH:11]=[CH:10][CH:9]=3)[CH:4]=[CH:5][CH:6]=2)=[O:14])=[CH:17][C:18]=1[N:24]1[CH2:25][CH2:26][N:27]([CH3:30])[CH2:28][CH2:29]1. Procedure details: The title compound was prepared from N-[5-bromonaphth-1-yl]-N'-[4-methoxy-3-(4-methylpiperazin-1-yl)phenyl]urea (E19) and phenylboronic acid using a similar procedure to Example 4 (47%). Starting materials: Cl.CNOC (N,O-dimethylhydroxylamine hydrochloride), C[Al](C)C (trimethylaluminum), C(C)OC=1C(=NN(N1)C1=CC=C(C=C1)F)C(=O)OCC (Ethyl 5-ethoxy-2-(4-fluorophenyl)-2H-1,2,3-triazole-4-carboxylate), C(C)OC=1C(=NN(N1)C1=CC=C(C=C1)F)C(=O)OCC (ethyl 5-ethoxy-2-(4-fluorophenyl)-2H-1,2,3-triazole-4-carboxylate). Reaction conditions: temperature 0 celsius, time 30 minute. The product is C(C)OC=1C(=NN(N1)C1=CC=C(C=C1)F)C(=O)N(C)OC (5-ethoxy-2-(4-fluorophenyl)-N-methoxy-N-methyl-2H-1,2,3-triazole-4-carboxamide). As a reaction SMILES: Cl.[CH3:2][NH:3][O:4][CH3:5].C[Al](C)C.[CH2:10]([O:12][C:13]1[C:14]([C:25]([O:27]CC)=O)=[N:15][N:16]([C:18]2[CH:23]=[CH:22][C:21]([F:24])=[CH:20][CH:19]=2)[N:17]=1)[CH3:11]>>[CH2:10]([O:12][C:13]1[C:14]([C:25]([N:3]([O:4][CH3:5])[CH3:2])=[O:27])=[N:15][N:16]([C:18]2[CH:19]=[CH:20][C:21]([F:24])=[CH:22][CH:23]=2)[N:17]=1)[CH3:11] |f:0.1|. Procedure details: To an oven-dried flask under a nitrogen atmosphere was added N,O-dimethylhydroxylamine hydrochloride (2.8 g, 28.6 mmol) to which a solution of trimethylaluminum (2.0 M in toluene, 14.3 mL, 28.6 mmol) was added at 0° C. and stirred for 30 min. Ethyl 5-ethoxy-2-(4-fluorophenyl)-2H-1,2,3-triazole-4-carboxylate (i.e. the product of Step A, 4.0 g, 14.3 mmol) was added and the resulting solution was stirred at 23° C. for 4 h. The reaction mixture was cooled to 0° C. and carefully quenched by the dropw... Reactants: BrC1=NC=C(C(=C1)C)Br (2,5-Dibromo-4-methylpyridine), C1=CC=C(C=2OC3=C(C21)C=CC=C3)B(O)O (dibenzo[b,d]furan-4-ylboronic acid), C(=O)([O-])[O-].[K+].[K+] (K2CO3), C(OC)COC (dimethoxyethane). Reagents/catalysts: C=1C=CC(=CC1)[P](C=2C=CC=CC2)(C=3C=CC=CC3)[Pd]([P](C=4C=CC=CC4)(C=5C=CC=CC5)C=6C=CC=CC6)([P](C=7C=CC=CC7)(C=8C=CC=CC8)C=9C=CC=CC9)[P](C=1C=CC=CC1)(C=1C=CC=CC1)C=1C=CC=CC1 (Pd(PPh3)4). The solvent is O (water). Yields the product BrC=1C(=CC(=NC1)C1=CC=CC2=C1OC1=C2C=CC=C1)C (5-bromo-2-(dibenzo[b,d]furan-4-yl)-4-methylpyridine). Yield: 72.2%. As a reaction SMILES: Br[C:2]1[CH:7]=[C:6]([CH3:8])[C:5]([Br:9])=[CH:4][N:3]=1.[CH:10]1[C:18]2[C:17]3[CH:19]=[CH:20][CH:21]=[CH:22][C:16]=3[O:15][C:14]=2[C:13](B(O)O)=[CH:12][CH:11]=1.C([O-])([O-])=O.[K+].[K+].C(COC)OC>C1C=CC([P]([Pd]([P](C2C=CC=CC=2)(C2C=CC=CC=2)C2C=CC=CC=2)([P](C2C=CC=CC=2)(C2C=CC=CC=2)C2C=CC=CC=2)[P](C2C=CC=CC=2)(C2C=CC=CC=2)C2C=CC=CC=2)(C2C=CC=CC=2)C2C=CC=CC=2)=CC=1.O>[Br:9][C:5]1[C:6]([CH3:8])=[CH:7][C:2]([C:22]2[C:16]3[O:15][C:14]4[CH:13]=[CH:12][CH:11]=[CH:10][C:18]=4[C:17]=3[CH:19]=[CH:20][CH:21]=2)=[N:3][CH:4]=1 |f:2.3.4,^1:41,43,62,81|. Procedure: 2,5-Dibromo-4-methylpyridine (30 g, 118 mmol), dibenzo[b,d]furan-4-ylboronic acid (25 g, 118 mmol), Pd(PPh3)4 (1.4 g, 1.18 mmol), and K2CO3 (49 g, 354 mmol) were added to a flask with dimethoxyethane (450 mL) and water (100 mL) and degassed with nitrogen. The reaction mixture was heated to reflux for 15 h before cooling to room temperature. EtOAc and water were added, the organic layer separated and the aqueous layer was extracted with 3×50 mL dichloromethane and dried over sodium sulfate. After... Reactants: CCOC(=O)C#N, CC1(C)CCCCC1=O, CN(C)P(=O)(N(C)C)N(C)C, CC(C)NC(C)C, [Li]CCCC, O. Yields the product CCOC(=O)C1=C(O)C(C)(C)CCC1. Reaction SMILES: [C:22]([O:23][CH2:24][CH3:25])(=[O:26])[C:27]#[N:28].[CH3:13][C:14]1([CH3:21])[C:15](=[O:20])[CH2:16][CH2:17][CH2:18][CH2:19]1.[CH3:30][N:31]([P:32]([N:33]([CH3:34])[CH3:35])([N:36]([CH3:37])[CH3:38])=[O:39])[CH3:40].[CH:1]([NH:2][CH:3]([CH3:4])[CH3:5])([CH3:6])[CH3:7].[Li:8][CH2:9][CH2:10][CH2:11][CH3:12].[OH2:29]>>[CH3:13][C:14]1([CH3:21])[C:15]([OH:20])=[C:16]([C:22]([O:23][CH2:24][CH3:25])=[O:26])[CH2:17][CH2:18][CH2:19]1.